This data is from the Open Reaction Database (ORD), a public repository of structured organic reaction records. The task is: describe an organic reaction: reactants, conditions, products, and yield The reactants are C(C)(=O)O[C@H]1C[C@@H]2CC[C@H]3[C@@H]4CC=C(C(C)=O)[C@]4(CC[C@@H]3[C@]2(CC1)C)C (3α-acetoxy-5α-pregn-16-en 20-one), [Na] (sodium), Cl (HCl), [Na] (sodium). Run in C(C)(C)O (isopropanol). Reaction conditions: time 1 hour. The product is O[C@H]1C[C@@H]2CC[C@H]3[C@@H]4CC[C@H]([C@H](C)O)[C@]4(CC[C@@H]3[C@]2(CC1)C)C ((20S)3α,20-Dihydroxy-5α-pregnane). Isolated yield 9.2%. RXN SMILES: C([O:4][C@@H:5]1[CH2:24][CH2:23][C@@:22]2([CH3:25])[C@@H:7]([CH2:8][CH2:9][C@@H:10]3[C@@H:21]2[CH2:20][CH2:19][C@@:18]2([CH3:26])[C@H:11]3[CH2:12][CH:13]=[C:14]2[C:15](=[O:17])[CH3:16])[CH2:6]1)(=O)C.[Na].Cl>C(O)(C)C>[OH:4][C@@H:5]1[CH2:24][CH2:23][C@@:22]2([CH3:25])[C@@H:7]([CH2:8][CH2:9][C@@H:10]3[C@@H:21]2[CH2:20][CH2:19][C@@:18]2([CH3:26])[C@H:11]3[CH2:12][CH2:13][C@@H:14]2[C@@H:15]([OH:17])[CH3:16])[CH2:6]1 |^1:26|. Procedure details: To a stirred solution of 3α-acetoxy-5α-pregn-16-en 20-one (970 mg, 358.5 g/m, 2.7 mmol) in 130 mL of dry isopropanol was added sodium metal (8.0 g, 23 g/m, 348 mmol) slowly in small portions over 1 hr. After refluxing for 1 hour and additional amount of sodium (3.5 g) was added and reflux continued for 1 hour. The reaction mixture was acidified with 10% HCl and extracted with chloroform. The organic phase was dried over magnesium sulfate and concentrated to give the crude product. Recrystallizat... Starting materials: C(C1=CC=CC=C1)[C@@H]([C@H](C[C@@H](C)C(NCCC(C)(C)C)=O)O)NC(C1=CC(=CC(=C1)C1=CC=CC=C1)N1C(CCC1)=O)=O (N-[(1S,2S,4R)-1-Benzyl-4-(3,3-dimethylbutylcarbamoyl)-2-hydroxypentyl]-3-(2-oxopyrrolidin-1-yl)-5-phenylbenzamide), C(C1=CC=CC=C1)[C@H]1N(C(OC1)=O)C=1C=C(C(=O)O)C=CC1 (3-((R)-4-benzyl-2-oxooxazolidin-3-yl)benzoic acid), C12C(CC(CC1)C2)NC([C@@H](C[C@@H]([C@H](CC2=CC=CC=C2)N)O)C)=O ((2R,4S,5S)-5-Amino-4-hydroxy-2-methyl-6-phenylhexanoic acid (bicyclo[2.2.1]hept-2-yl)amide). The product is C(C1=CC=CC=C1)[C@@H]([C@H](C[C@@H](C)C(NC1C2CCC(C1)C2)=O)O)NC(C2=CC(=CC=C2)N2C(OC[C@H]2CC2=CC=CC=C2)=O)=O (N-[(1S,2S,4R)-1-Benzyl-4-(bicyclo[2.2.1]hept-2-ylcarbamoyl)-2-hydroxypentyl]-3-((R)-4-benzyl-2-oxooxazolidin-3-yl)benzamide). As a reaction SMILES: C([C@H](NC(=O)C1C=C(C2C=CC=CC=2)C=C(N2CCCC2=O)C=1)[C@@H](O)C[C@H](C(=O)NCCC(C)(C)C)C)C1C=CC=CC=1.[CH2:44]([C@@H:51]1[CH2:55][O:54][C:53](=[O:56])[N:52]1[C:57]1[CH:58]=[C:59]([CH:63]=[CH:64][CH:65]=1)[C:60](O)=[O:61])[C:45]1[CH:50]=[CH:49][CH:48]=[CH:47][CH:46]=1.[CH:66]12[CH2:72][CH:69]([CH2:70][CH2:71]1)[CH2:68][CH:67]2[NH:73][C:74](=[O:89])[C@H:75]([CH3:88])[CH2:76][C@H:77]([OH:87])[C@@H:78]([NH2:86])[CH2:79][C:80]1[CH:85]=[CH:84][CH:83]=[CH:82][CH:81]=1>>[CH2:79]([C@H:78]([NH:86][C:60](=[O:61])[C:59]1[CH:63]=[CH:64][CH:65]=[C:57]([N:52]2[C@H:51]([CH2:44][C:45]3[CH:46]=[CH:47][CH:48]=[CH:49][CH:50]=3)[CH2:55][O:54][C:53]2=[O:56])[CH:58]=1)[C@@H:77]([OH:87])[CH2:76][C@H:75]([C:74](=[O:89])[NH:73][CH:67]1[CH2:68][CH:69]2[CH2:72][CH:66]1[CH2:71][CH2:70]2)[CH3:88])[C:80]1[CH:85]=[CH:84][CH:83]=[CH:82][CH:81]=1. Procedure details: Prepared in an analogous manner to E6 from 3-((R)-4-benzyl-2-oxooxazolidin-3-yl)benzoic acid (D21) and (2R,4S,5S)-5-amino-4-hydroxy-2-methyl-6-phenylhexanoic acid (bicyclo[2.2.1]hept-2-yl)amide (D29). Starting materials: ClC1=NC=CC(=N1)C=1C(=NN2C1C=CC=C2)C=2C=CC(=C(C2)NC(C(F)(F)F)=O)F (N-{5-[3-(2-chloro-4-pyrimidinyl)pyrazolo[1,5-a]pyridin-2-yl]-2-fluorophenyl}-2,2,2-trifluoroacetamide), [Li+].[OH-] (LiOH), C(C(CO)(CO)N)O (trisamine), FC1=C(C(=O)Cl)C(=CC=C1)F (2,6-difluorobenzoyl chloride). The solvent is O (H2O), C1CCOC1 (THF), CN(C)C=O (DMF). Conditions: time 3 hour. Yields the product ClC1=NC=CC(=N1)C=1C(=NN2C1C=CC=C2)C=2C=CC(=C(C2)NC(C2=C(C=CC=C2F)F)=O)F (N-{5-[3-(2-Chloro-4-pyrimidinyl)pyrazolo[1,5-a]pyridin-2-yl]-2-fluorophenyl}-2,6-difluorobenzamide). Isolated yield 48.9%. RXN SMILES: [Cl:1][C:2]1[N:7]=[C:6]([C:8]2[C:9]([C:17]3[CH:18]=[CH:19][C:20]([F:30])=[C:21]([NH:23][C:24](=[O:29])C(F)(F)F)[CH:22]=3)=[N:10][N:11]3[CH:16]=[CH:15][CH:14]=[CH:13][C:12]=23)[CH:5]=[CH:4][N:3]=1.[Li+].[OH-].[F:33][C:34]1[CH:42]=[CH:41][CH:40]=[C:39]([F:43])[C:35]=1C(Cl)=O.C(O)C(N)(CO)CO>CN(C=O)C.O.C1COCC1>[Cl:1][C:2]1[N:7]=[C:6]([C:8]2[C:9]([C:17]3[CH:18]=[CH:19][C:20]([F:30])=[C:21]([NH:23][C:24](=[O:29])[C:35]4[C:34]([F:33])=[CH:42][CH:41]=[CH:40][C:39]=4[F:43])[CH:22]=3)=[N:10][N:11]3[CH:16]=[CH:15][CH:14]=[CH:13][C:12]=23)[CH:5]=[CH:4][N:3]=1 |f:1.2|. Procedure details: A solution of N-{5-[3-(2-chloro-4-pyrimidinyl)pyrazolo[1,5-a]pyridin-2-yl]-2-fluorophenyl}-2,2,2-trifluoroacetamide (300 mg, 0.69 mmol) and 1M LiOH (4.13 ml, 4.13 mmol) in 10:1 THF:H2O (15 mL) was heated at 50° C. overnight. The reaction was washed with brine (25 mL) and the aqueous layer was extracted with EtOAc (25 mL). The organic layers were combined, filtered through a cotton plug, and solvent removed by rotary evaporation. After high vacuum removal of residual solvent, the crude mixture wa...